This data is from the Open Reaction Database (ORD), a public repository of structured organic reaction records. The task is: describe an organic reaction: reactants, conditions, products, and yield Reactants: O1CCN(CC1)CCOC1=CC=C2C(=C(C(C2=C1)=O)Br)C1=CC=C(C=C1)Cl (6-(2-Morpholino ethoxy)-2-bromo-3-(4-chlorophenyl)-1H-inden-1-one), O1CCN(CC1)CCOC1=CC=C2C(=C(C(C2=C1)=O)Br)C1=CC=CC=C1 (6-(2-morpholinoethoxy)-2-bromo-3-phenyl-1H-inden-1-one), FC=1C=C(C=CC1F)B(O)O (3,4-difluorophenylboronic acid). Yields the product O1CCN(CC1)CCOC1=CC=C2C(=C(C(C2=C1)=O)C1=CC(=C(C=C1)F)F)C1=CC=C(C=C1)Cl (6-(2-morpholinoethoxy)-3-(4-chlorophenyl)-2-(3,4-difluorophenyl)-1H-inden-1-one). The yield is 43.0%. Reaction SMILES: [O:1]1[CH2:6][CH2:5][N:4]([CH2:7][CH2:8][O:9][C:10]2[CH:18]=[C:17]3[C:13]([C:14]([C:21]4[CH:26]=[CH:25][C:24]([Cl:27])=[CH:23][CH:22]=4)=[C:15](Br)[C:16]3=[O:19])=[CH:12][CH:11]=2)[CH2:3][CH2:2]1.O1CCN(CCOC2C=C3C(C(C4C=CC=CC=4)=C(Br)C3=O)=CC=2)CC1.[F:54][C:55]1[CH:56]=[C:57](B(O)O)[CH:58]=[CH:59][C:60]=1[F:61]>>[O:1]1[CH2:6][CH2:5][N:4]([CH2:7][CH2:8][O:9][C:10]2[CH:18]=[C:17]3[C:13]([C:14]([C:21]4[CH:26]=[CH:25][C:24]([Cl:27])=[CH:23][CH:22]=4)=[C:15]([C:58]4[CH:57]=[CH:56][C:55]([F:54])=[C:60]([F:61])[CH:59]=4)[C:16]3=[O:19])=[CH:12][CH:11]=2)[CH2:3][CH2:2]1. Procedure: The procedure of Step 7 of Example 1 was repeated except for using 6-(2-morpholinoethoxy)-2-bromo-3-(4-chlorophenyl)-1H-inden-1-one obtained in Step 6 of Example 28 as a starting material instead of 6-(2-morpholinoethoxy)-2-bromo-3-phenyl-1H-inden-1-one, 3,4-difluorophenylboronic acid instead of 3-pyridinylboronic acid, and being purified by silica gel column chromatography (acetone/hexanes=1:4) to obtain the title compound (43%). Reactants: Cl.ClC1=C(C(=C(C(=C1OC(CNC([C@@H](N)CC(C)C)=O)=O)Cl)Cl)Cl)Cl (leucyl-glycine-pentachlorophenyl ester.hydrochloride). Run in CS(=O)C (DMSO). Product: Cl.ClC1=C(C(=C(C(=C1OC(CNC([C@@H](N)CC(C)C)=O)=O)Cl)Cl)Cl)Cl (leucyl-glycine-pentachlorophenyl ester.hydrochloride), CN1CCOCC1 (N-methylmorpholine). Isolated yield 399.4%. RXN SMILES: Cl.[Cl:2][C:3]1[C:8]([O:9][C:10](=[O:21])[CH2:11][NH:12][C:13](=[O:20])[C@H:14]([CH2:16][CH:17]([CH3:19])[CH3:18])[NH2:15])=[C:7]([Cl:22])[C:6]([Cl:23])=[C:5]([Cl:24])[C:4]=1[Cl:25]>CS(C)=O>[ClH:2].[Cl:2][C:3]1[C:8]([O:9][C:10](=[O:21])[CH2:11][NH:12][C:13](=[O:20])[C@H:14]([CH2:16][CH:17]([CH3:18])[CH3:19])[NH2:15])=[C:7]([Cl:22])[C:6]([Cl:23])=[C:5]([Cl:24])[C:4]=1[Cl:25].[CH3:13][N:12]1[CH2:11][CH2:10][O:9][CH2:8][CH2:3]1 |f:0.1,3.4|. Procedure: In 1.5 ml of DMSO was dissolved 1.0 g of the leucyl-glycine-pentachlorophenyl ester.hydrochloride obtained in above (1), and 0.427 g of N-methylmorpholine was added. The resulting mixture was immediately placed in a thermostat at 40° C. After 2 hours, 5 hours or 12 hours, 0.30 g, 0.60 g or 0.60 g, respectively, of phosphorus pentoxide was added to the polymerization system (Run Nos. 1 to 3). When the reaction was carried out at 40° C. for 6 days in total from the addition of the tertiary amine, ... Reactants: [Al+3].[Cl-].[Cl-].[Cl-] (AlCl3), C(C)(C)(C)NB (tert-butylaminoborane), Cl (HCl), C(C1=CC=CC=C1)N1CC2C(C3=C(C2CC1)C=CS3)=O (6-Benzyl-3b,4,5,6,7,7a-hexahydro-1-thia-6-aza-cyclopenta[α]inden-8-one), [Al+3].[Cl-].[Cl-].[Cl-].B (AlCl3 borane), [OH-].[Na+] (NaOH). The solvent is C(Cl)Cl (CH2Cl2), C(Cl)Cl (CH2Cl2). Reaction conditions: time 30 minute. The product is C(C1=CC=CC=C1)N1CC2CC3=C(C2CC1)C=CS3 (6-Benzyl-4,5,6,7,7a, 8-hexahydro-3bH-1-thia-6-aza-cyclopenta[α]indene). Isolated yield 73.0%. As a reaction SMILES: [Al+3].[Cl-].[Cl-].[Cl-].C(NB)(C)(C)C.[CH2:11]([N:18]1[CH2:26][CH2:25][CH:24]2[CH:20]([C:21](=O)[C:22]3[S:29][CH:28]=[CH:27][C:23]=32)[CH2:19]1)[C:12]1[CH:17]=[CH:16][CH:15]=[CH:14][CH:13]=1.[Al+3].[Cl-].[Cl-].[Cl-].B.Cl.[OH-].[Na+]>C(Cl)Cl>[CH2:11]([N:18]1[CH2:26][CH2:25][CH:24]2[CH:20]([CH2:21][C:22]3[S:29][CH:28]=[CH:27][C:23]=32)[CH2:19]1)[C:12]1[CH:13]=[CH:14][CH:15]=[CH:16][CH:17]=1 |f:0.1.2.3,6.7.8.9.10,12.13|. Procedure: A slurry of AlCl3 (571 mg, 4.29 mmol) in CH2Cl2 (4 ml) was treated with tert-butylaminoborane (746 mg, 8.58 mmol) at 0° C. and stirred for 30 minutes. Next, a solution of the product from step f) (406 mg, 1.43 mmol) in CH2Cl2 (3 ml) was added dropwise to the AlCl3/borane solution. After 2 hours at 0° C., the crude reaction mixture was poured into cold 10% HCl, treated with 2 M NaOH to pH 12 and extracted with CH2Cl2 (3×75 ml). The combined organic extracts were washed with brine (75 ml) and drie... Reactants: CN1CCOCC1 (N-methylmorpholine), C(C1=CC=CC=C1)N([C@H](C(=O)O)CCC)CC1=CC=CC=C1 ((S)-2-(dibenzylamino)pentanoic acid), ON1N=NC2=C1C=CC=C2 (N-hydroxybenzotriazole), Cl.C(C)N=C=NCCCN(C)C (1-ethyl-3-(3′-dimethylaminopropyl)carbodiimide hydrochloride), Cl.CNOC (N,O-dimethylhydroxylamine hydrochloride). The solvent is O (water), ClCCl (dichloromethane). Conditions: temperature 2.5 celsius, time 3 hour. Yields the product C(C1=CC=CC=C1)N([C@H](C(=O)N(C)OC)CCC)CC1=CC=CC=C1 ((S)-2-(dibenzylamino)-N-methoxy-N-methylpentanamide). As a reaction SMILES: [CH2:1]([N:8]([CH2:16][C:17]1[CH:22]=[CH:21][CH:20]=[CH:19][CH:18]=1)[C@@H:9]([CH2:13][CH2:14][CH3:15])[C:10](O)=[O:11])[C:2]1[CH:7]=[CH:6][CH:5]=[CH:4][CH:3]=1.ON1C2C=CC=CC=2N=N1.Cl.C(N=C=NCCCN(C)C)C.CN1CCOCC1.Cl.[CH3:53][NH:54][O:55][CH3:56]>ClCCl.O>[CH2:1]([N:8]([CH2:16][C:17]1[CH:22]=[CH:21][CH:20]=[CH:19][CH:18]=1)[C@@H:9]([CH2:13][CH2:14][CH3:15])[C:10]([N:54]([O:55][CH3:56])[CH3:53])=[O:11])[C:2]1[CH:7]=[CH:6][CH:5]=[CH:4][CH:3]=1 |f:2.3,5.6|. Reported procedure: (S)-2-(dibenzylamino)pentanoic acid (1.57 Kg; 5.286 mol) was dissolved in dry dichloromethane (9.42 L) under a nitrogen atmosphere and cooled to 0-5° C. The resulting solution was treated with N-hydroxybenzotriazole (HOBt; 928 g; 6.875 mol) followed by 1-ethyl-3-(3′-dimethylaminopropyl)carbodiimide hydrochloride (EDCI, 1.51 Kg; 7.931 mol;) at 0-5° C. The reaction mixture was stirred for 3 hours at ambient temperature, then treated with N-methylmorpholine (NMM; 1.62 Kg; 16.07 mol) followed by N,O... Reactants: CCOP(=O)(CC(CBr)OC1CCCCO1)OCC, CCOC(=O)NOC(=O)OCC, CN(C)C=O, [K]. Yields the product CCOC(=O)ON(CC(CP(=O)(OCC)OCC)OC1CCCCO1)C(=O)OCC. Reaction SMILES: [Br:1][CH2:2][CH:3]([CH2:4][P:5]([O:6][CH2:7][CH3:8])([O:9][CH2:10][CH3:11])=[O:12])[O:13][CH:14]1[O:15][CH2:16][CH2:17][CH2:18][CH2:19]1.[CH2:21]([CH3:22])[O:23][C:24](=[O:25])[O:26][NH:27][C:28]([O:29][CH2:30][CH3:31])=[O:32].[CH3:33][N:34]([CH3:35])[CH:36]=[O:37].[K:20]>>[CH2:2]([CH:3]([CH2:4][P:5]([O:6][CH2:7][CH3:8])([O:9][CH2:10][CH3:11])=[O:12])[O:13][CH:14]1[O:15][CH2:16][CH2:17][CH2:18][CH2:19]1)[N:27]([O:26][C:24]([O:23][CH2:21][CH3:22])=[O:25])[C:28]([O:29][CH2:30][CH3:31])=[O:32].